From a dataset of the Open Reaction Database (ORD), a public repository of structured organic reaction records. describe an organic reaction: reactants, conditions, products, and yield The reactants are C(=O)=O (dry-ice), [H-].[Na+] (sodium hydride), C(=S)(N1C=NC=C1)N1C=NC=C1 (1,1'-thiocarbonyldiimidazole), 4,5-dihydro-7-(3-methyoxyphenyl)pyrazolo1,5-a, C1(=CC=CC=C1)C1=CCNC=2N1N=CC2C(=O)N (4,5-Dihydro-7-phenylpyrazolo[1,5-a]pyrimidine-3-carboxamide). Run in CC(=O)C (acetone), O1CCCC1 (tetrahydrofuran). Reaction conditions: time 2 hour. Product: COC=1C=C(C=CC1)C1=CCN2C(NC(C=3C=NN1C32)=O)=S (4,5-dihydro-8-(3-methoxyphenyl)-5-thioxo-3H,6H-1,4,5a,8a-tetraazaacenaphthylen-3-one). Reaction SMILES: [C:1]1([C:7]2[N:12]3[N:13]=[CH:14][C:15]([C:16]([NH2:18])=[O:17])=[C:11]3[NH:10][CH2:9][CH:8]=2)[CH:6]=[CH:5][CH:4]=[CH:3][CH:2]=1.[C:19](=[O:21])=O.[H-].[Na+].[C:24](N1C=CN=C1)(N1C=CN=C1)=[S:25]>O1CCCC1.CC(C)=O>[CH3:19][O:21][C:5]1[CH:6]=[C:1]([C:7]2[N:12]3[C:11]4[N:10]([C:24](=[S:25])[NH:18][C:16](=[O:17])[C:15]=4[CH:14]=[N:13]3)[CH2:9][CH:8]=2)[CH:2]=[CH:3][CH:4]=1 |f:2.3|. Procedure details: A mixture of 4,5-dihydro-7-(3-methyoxyphenyl)pyrazolo1,5-a]pyrimidine-3-carboxamide (prepared as described in Example 3) in dry tetrahydrofuran is stirred and cooled at -78° C. (dry-ice, acetone), under nitrogen and two equivalents of sodium hydride (60% dispersion in mineral oil) is added. The mixture is stirred at 78° C. for 30 minutes, then 1,1'-thiocarbonyldiimidazole is added in one portion. The temperature is kept at -78° C. for 2 hours, then the mixture is allowed to warm slowly to room t... Reactants: Cl.C(C)OC=1C=C(C=CC1OCC)C=1C(C(N(N1)C1CCNCC1)=O)(C)C (5-(3,4-diethoxyphenyl)-4,4-dimethyl-2-piperidin-4-yl-2,4-dihydro-3H-pyrazol-3-one hydrochloride), Cl.C(C)OC=1C=C(C=CC1OCC)C=1C(C(N(N1)C1CCNCC1)=O)(C)C (5-(3,4-diethoxyphenyl)-4,4-dimethyl-2-piperidin-4-yl-2,4-dihydro-3H-pyrazol-3-one hydrochloride), CC=1C=C(C=CC1)S(=O)(=O)Cl (3-methylbenzenesulfonyl chloride). Product: C(C)OC=1C=C(C=CC1OCC)C=1C(C(N(N1)C1CCN(CC1)S(=O)(=O)C1=CC(=CC=C1)C)=O)(C)C (5-(3,4-Diethoxyphenyl)-4,4-dimethyl-2-{1[(3-methylphenyl)sulfonyl]piperidin-4-yl}-2,4-dihydro-3H-pyrazol-3-one). Reaction SMILES: Cl.[CH2:2]([O:4][C:5]1[CH:6]=[C:7]([C:14]2[C:15]([CH3:27])([CH3:26])[C:16](=[O:25])[N:17]([CH:19]3[CH2:24][CH2:23][NH:22][CH2:21][CH2:20]3)[N:18]=2)[CH:8]=[CH:9][C:10]=1[O:11][CH2:12][CH3:13])[CH3:3].[CH3:28][C:29]1[CH:30]=[C:31]([S:35](Cl)(=[O:37])=[O:36])[CH:32]=[CH:33][CH:34]=1>>[CH2:2]([O:4][C:5]1[CH:6]=[C:7]([C:14]2[C:15]([CH3:27])([CH3:26])[C:16](=[O:25])[N:17]([CH:19]3[CH2:24][CH2:23][N:22]([S:35]([C:31]4[CH:32]=[CH:33][CH:34]=[C:29]([CH3:28])[CH:30]=4)(=[O:37])=[O:36])[CH2:21][CH2:20]3)[N:18]=2)[CH:8]=[CH:9][C:10]=1[O:11][CH2:12][CH3:13])[CH3:3] |f:0.1|. Reported procedure: The title compound is prepared analogously as described for GP1 using 5-(3,4-diethoxyphenyl)-4,4-dimethyl-2-piperidin-4-yl-2,4-dihydro-3H-pyrazol-3-one hydrochloride (compound B2*HCl) and 3-methylbenzenesulfonyl chloride as starting compounds. The crude product is purified by crystallization from methanol to yield the title compound. Procedure details: To 1.0 q (3.4 mmole) of 2-(4 mercaptophenyl)-3-(4-pyridyl)-6,7-dihydro [5H]pyrrolo[1,2-a]imidazole prepared as in Example 16 in 50ml methylene chloride at ° C. was added a solution of 0.3 q (3.7 mmole, 0.26 ml) trimethylacetyl chloride in 10 ml CH2Cl2 over a period of 10 minutes. The reaction was allowed to come to room temperature and was stirred for 30 minutes. The mixture was then diluted with methylene chloride and washed with N NaHCO3, saturated NaCl, treated with Na2SO4, stripped, then fla... The product is CC(C(=O)SC1=CC=C(C=C1)C=1N=C2N(C1C1=CC=NC=C1)CCC2)(C)C (2-(4-Trimethylacetylthiophenyl)3-(4-pyridyl)-6,7-dihydro [5H]-pyrrolo[1,2 a]imidazole). As a reaction SMILES: [SH:1][C:2]1[CH:7]=[CH:6][C:5]([C:8]2[N:9]=[C:10]3[CH2:21][CH2:20][CH2:19][N:11]3[C:12]=2[C:13]2[CH:18]=[CH:17][N:16]=[CH:15][CH:14]=2)=[CH:4][CH:3]=1.[CH3:22][C:23]([CH3:28])([CH3:27])[C:24](Cl)=[O:25]>C(Cl)Cl>[CH3:22][C:23]([CH3:28])([CH3:27])[C:24]([S:1][C:2]1[CH:3]=[CH:4][C:5]([C:8]2[N:9]=[C:10]3[CH2:21][CH2:20][CH2:19][N:11]3[C:12]=2[C:13]2[CH:18]=[CH:17][N:16]=[CH:15][CH:14]=2)=[CH:6][CH:7]=1)=[O:25]. The solvent is C(Cl)Cl (methylene chloride), C(Cl)Cl (methylene chloride), C(Cl)Cl (CH2Cl2). Isolated yield 33.5%. The reactants are SC1=CC=C(C=C1)C=1N=C2N(C1C1=CC=NC=C1)CCC2 (2-(4 mercaptophenyl)-3-(4-pyridyl)-6,7-dihydro [5H]pyrrolo[1,2-a]imidazole), CC(C(=O)Cl)(C)C (trimethylacetyl chloride). Reaction conditions: time 30 minute. Starting materials: ClCCl, COc1ccc(NC(Cc2ccc(Cl)cc2CNC(=O)C2CCCN2C(=O)OC(C)(C)C)C(F)F)cc1, O=C(O)C(F)(F)F. Product: COc1ccc(NC(Cc2ccc(Cl)cc2CNC(=O)C2CCCN2)C(F)F)cc1. RXN SMILES: [Cl:45][CH2:46][Cl:47].[Cl:8][c:9]1[cH:10][cH:11][c:12]([CH2:31][CH:32]([CH:33]([F:34])[F:35])[NH:36][c:37]2[cH:38][cH:39][c:40]([O:43][CH3:44])[cH:41][cH:42]2)[c:13]([CH2:14][NH:15][C:16]([CH:17]2[N:18]([C:22]([O:23][C:24]([CH3:25])([CH3:26])[CH3:27])=[O:28])[CH2:19][CH2:20][CH2:21]2)=[O:29])[cH:30]1.[F:1][C:2]([F:3])([F:4])[C:5]([OH:6])=[O:7]>>[Cl:8][c:9]1[cH:10][cH:11][c:12]([CH2:31][CH:32]([CH:33]([F:34])[F:35])[NH:36][c:37]2[cH:38][cH:39][c:40]([O:43][CH3:44])[cH:41][cH:42]2)[c:13]([CH2:14][NH:15][C:16]([CH:17]2[NH:18][CH2:19][CH2:20][CH2:21]2)=[O:29])[cH:30]1. Product: C(CCC)C1=CC=C(CC2=NC=CC3=CC(=CC=C23)OC)C=C1 (1-(4-Butylbenzyl)-6-methoxyisoquinoline). Run in C(C)#N (acetonitrile). Reaction SMILES: P(Cl)(Cl)(Cl)=O.O[CH:7]([C:23]1[CH:28]=[CH:27][CH:26]=[C:25]([O:29][CH3:30])[CH:24]=1)[CH2:8][NH:9][C:10](=O)[CH2:11][C:12]1[CH:17]=[CH:16][C:15]([CH2:18][CH2:19][CH2:20][CH3:21])=[CH:14][CH:13]=1.C(=O)([O-])O.[Na+]>C(#N)C>[CH2:18]([C:15]1[CH:16]=[CH:17][C:12]([CH2:11][C:10]2[C:28]3[C:23](=[CH:24][C:25]([O:29][CH3:30])=[CH:26][CH:27]=3)[CH:7]=[CH:8][N:9]=2)=[CH:13][CH:14]=1)[CH2:19][CH2:20][CH3:21] |f:2.3|. The reactants are P(=O)(Cl)(Cl)Cl (Phosphorus oxychloride), OC(CNC(CC1=CC=C(C=C1)CCCC)=O)C1=CC(=CC=C1)OC (N-[2-Hydroxy-2-(3-methoxyphenyl)ethyl]-2-(4-butylphenyl)-acetamide), C(O)([O-])=O.[Na+] (sodium hydrogencarbonate). Procedure details: Phosphorus oxychloride (1.6 ml) was added to a solution of the compound of Example B145 (600 mg, 1.7 mmol) in acetonitrile (15 ml), and the mixture was stirred under reflux for 1 hour 30 minutes. The mixture was cooled on ice, made alkaline with a 5% aqueous sodium hydrogencarbonate solution, extracted with ethyl acetate, dried over anhydrous magnesium sulfate, and then concentrated under reduced pressure. The residue was purified by silica gel column chromatography to give the title compound (8... Yield: 15.8%. The reactants are COC(=O)C=P(c1ccccc1)(c1ccccc1)c1ccccc1, COc1cccc(C2CC(C)(C)CCC2=O)c1, Cc1ccccc1. Yields the product COC(=O)C=C1CCC(C)(C)CC1c1cccc(OC)c1. RXN SMILES: [CH3:18][O:19][C:20]([CH:21]=[P:22]([c:23]1[cH:24][cH:25][cH:26][cH:27][cH:28]1)([c:29]1[cH:30][cH:31][cH:32][cH:33][cH:34]1)[c:35]1[cH:36][cH:37][cH:38][cH:39][cH:40]1)=[O:41].[CH3:1][O:2][c:3]1[cH:4][c:5]([CH:9]2[C:10](=[O:17])[CH2:11][CH2:12][C:13]([CH3:15])([CH3:16])[CH2:14]2)[cH:6][cH:7][cH:8]1.[CH3:42][c:43]1[cH:44][cH:45][cH:46][cH:47][cH:48]1>>[CH3:1][O:2][c:3]1[cH:4][c:5]([CH:9]2[C:10](=[CH:21][C:20]([O:19][CH3:18])=[O:41])[CH2:11][CH2:12][C:13]([CH3:15])([CH3:16])[CH2:14]2)[cH:6][cH:7][cH:8]1.